Dataset: the Open Reaction Database (ORD), a public repository of structured organic reaction records. Task: describe an organic reaction: reactants, conditions, products, and yield The reactants are FC1=CC2=C(N(C(=N2)NC(C)C)[C@H]2[C@H](OC(C)=O)[C@H](OC(C)=O)[C@H](O2)C)C(=C1F)F (5,6,7-Trifluoro-1-(2,3-di-O-acetyl-5-deoxy-beta-D-ribofuranosyl)-N-(1-methylethyl)-1H-benzimidazol-2-amine), O (water), C(C)O (ethanol), C([O-])([O-])=O.[Na+].[Na+] (sodium carbonate). Solvent: CO (methanol). The product is FC1=CC2=C(N(C(=N2)NC(C)C)[C@H]2[C@H](O)[C@H](O)[C@H](O2)C)C(=C1F)F (5,6,7-Trifluoro-1-(5-deoxy-beta-D-ribofuranosyl)-N-(1-methylethyl)1H-benzimidazol-2-amine). Isolated yield 46.8%. RXN SMILES: [F:1][C:2]1[C:28]([F:29])=[C:27]([F:30])[C:5]2[N:6]([C@@H:13]3[O:25][C@H:24]([CH3:26])[C@@H:19]([O:20]C(=O)C)[C@H:14]3[O:15]C(=O)C)[C:7]([NH:9][CH:10]([CH3:12])[CH3:11])=[N:8][C:4]=2[CH:3]=1.C(O)C.C(=O)([O-])[O-].[Na+].[Na+].O>CO>[F:1][C:2]1[C:28]([F:29])=[C:27]([F:30])[C:5]2[N:6]([C@@H:13]3[O:25][C@H:24]([CH3:26])[C@@H:19]([OH:20])[C@H:14]3[OH:15])[C:7]([NH:9][CH:10]([CH3:11])[CH3:12])=[N:8][C:4]=2[CH:3]=1 |f:2.3.4|. Procedure: 5,6,7-Trifluoro-1-(2,3-di-O-acetyl-5-deoxy-beta-D-ribofuranosyl)-N-(1-methylethyl)-1H-benzimidazol-2-amine (0.41 g, 0.99 mmol), ethanol (10 mL), sodium carbonate (0.19 g, 1.79 mmol), water (2 mL), and methanol (5 mL) were used according to general procedure III. The title compound was purified by silica gel chromatography using 10:1 dichlormethane-methanol as eluant to provide a white solid (0.16 g, 47%); m.p. 175-178° C.: 1H NMR (DMSO-d6) δ: 7.17 (m, 1H, Ar—H), 6.78 (d, J=7.4, Hz, 1H, NH), 5.69... The product is FC1=CC=C(C=N1)C1CCNCC1 (4-(6-Fluoro-3-pyridinyl)-piperidine). The solvent is C(C)OCC (diethyl ether). Reactants: O (water), FC1=NC=C(C=C1)Br (2-fluoro-5-bromopyridine), O=C1CCN(CC1)C(=O)OC(C)(C)C (tert-butyl 4-oxo-1-piperidinecarboxylate), C(CCC)[Li] (n-butyl lithium). Isolated yield 52.7%. Conditions: temperature -35 celsius, time 15 minute. As a reaction SMILES: [F:1][C:2]1[CH:7]=[CH:6][C:5](Br)=[CH:4][N:3]=1.C([Li])CCC.O=[C:15]1[CH2:20][CH2:19][N:18](C(OC(C)(C)C)=O)[CH2:17][CH2:16]1.O>C(OCC)C>[F:1][C:2]1[N:3]=[CH:4][C:5]([CH:15]2[CH2:20][CH2:19][NH:18][CH2:17][CH2:16]2)=[CH:6][CH:7]=1. Procedure details: A solution of 2-fluoro-5-bromopyridine (7.69 g) in diethyl ether (160 ml) was cooled to −78° C., and into which n-butyl lithium (1,56M-hexane solution, 30 ml) was added dropwise at a temperature not higher than −70° C. After 15 minutes' stirring, tert-butyl 4-oxo-1-piperidinecarboxylate (8.7 g) was added. Temperature of the reaction liquid was raised to −35° C. and water was added, followed by extraction with ethyl acetate. The organic layer was washed with saturated brine and dried over anhydro... The reactants are C1CCOC1, CCOC(C)=O, CC(C)N(C(C)C)P(OC(C)(C)C)OC(C)(C)C, COc1c(C)cnc(Cn2cc(C#CCCO)c3c(Cl)nc(N)nc32)c1C, [Na+], O=C([O-])O, OO. Yields the product COc1c(C)cnc(Cn2cc(C#CCCOP(=O)(OC(C)(C)C)OC(C)(C)C)c3c(Cl)nc(N)nc32)c1C. As a reaction SMILES: [CH2:53]1[O:54][CH2:55][CH2:56][CH2:57]1.[CH3:58][CH2:59][O:60][C:61]([CH3:62])=[O:63].[CH:28]([N:29]([CH:30]([CH3:31])[CH3:43])[P:32]([O:33][C:34]([CH3:35])([CH3:36])[CH3:37])[O:38][C:39]([CH3:40])([CH3:41])[CH3:42])([CH3:44])[CH3:45].[NH2:1][c:2]1[n:3][c:4]([Cl:27])[c:5]2[c:6]([n:7]1)[n:8]([CH2:16][c:17]1[n:18][cH:19][c:20]([CH3:26])[c:21]([O:24][CH3:25])[c:22]1[CH3:23])[cH:9][c:10]2[C:11]#[C:12][CH2:13][CH2:14][OH:15].[Na+:52].[O-:48][C:49]([OH:50])=[O:51].[OH:46][OH:47]>>[NH2:1][c:2]1[n:3][c:4]([Cl:27])[c:5]2[c:6]([n:7]1)[n:8]([CH2:16][c:17]1[n:18][cH:19][c:20]([CH3:26])[c:21]([O:24][CH3:25])[c:22]1[CH3:23])[cH:9][c:10]2[C:11]#[C:12][CH2:13][CH2:14][O:15][P:32]([O:33][C:34]([CH3:35])([CH3:36])[CH3:37])([O:38][C:39]([CH3:40])([CH3:41])[CH3:42])=[O:48].